From a dataset of the Open Reaction Database (ORD), a public repository of structured organic reaction records. describe an organic reaction: reactants, conditions, products, and yield Run at temperature -78 celsius, time 30 minute. Run in O1CCCC1 (tetrahydrofuran), CN(P(N(C)C)(N(C)C)=O)C (hexamethylphosphoric triamide), O1CCCC1 (tetrahydrofuran), O1CCCC1 (tetrahydrofuran). The product is COC1=C(C(=C(C=C1OCOC)OC)OCOC)C(CC1=C(C(=CC(=C1OCOC)OC)OCOC)OC)O (1,2-bis[2,5-dimethoxy-3,6-bis(methoxymethoxy)phenyl]ethanol). Reaction SMILES: [CH3:1][O:2][C:3]1[CH:8]=[C:7]([O:9][CH2:10][O:11][CH3:12])[C:6]([O:13][CH3:14])=[CH:5][C:4]=1[O:15][CH2:16][O:17][CH3:18].C([Li])(CC)C.[CH3:24][O:25][C:26]1[C:31]([O:32][CH2:33][O:34][CH3:35])=[CH:30][C:29]([O:36][CH3:37])=[C:28]([O:38][CH2:39][O:40][CH3:41])[C:27]=1[CH2:42][CH:43]=[O:44]>O1CCCC1.CN(C)P(=O)(N(C)C)N(C)C>[CH3:1][O:2][C:3]1[C:4]([O:15][CH2:16][O:17][CH3:18])=[CH:5][C:6]([O:13][CH3:14])=[C:7]([O:9][CH2:10][O:11][CH3:12])[C:8]=1[CH:43]([OH:44])[CH2:42][C:27]1[C:28]([O:38][CH2:39][O:40][CH3:41])=[C:29]([O:36][CH3:37])[CH:30]=[C:31]([O:32][CH2:33][O:34][CH3:35])[C:26]=1[O:25][CH3:24]. Procedure details: 351 Milligrams (1.36 mM) of 1,4-dimethoxy-2,5-bis(methoxymethoxy)benzene was dissolved in a mixed solvent of 10 ml of tetrahydrofuran with 1 ml of hexamethylphosphoric triamide, and the solution was cooled to -78° C. in a dry ice-acetone bath. Then 1.60 ml (1.05M cyclohexane solution, 1.68 mM) of sec-butyllithium was added to the reaction mixture and stirred for 30 minutes. Next, a tetrahydrofuran solution containing 334 mg (1.11 mM) of 2-[2,5-dimethoxy-3,6-bis(methoxymethoxy)phenyl]acetoaldehyd... Starting materials: COC1=C(C=C(C(=C1)OCOC)OC)OCOC (1,4-dimethoxy-2,5-bis(methoxymethoxy)benzene), C(C)(CC)[Li] (sec-butyllithium), COC1=C(C(=C(C=C1OCOC)OC)OCOC)CC=O (2-[2,5-dimethoxy-3,6-bis(methoxymethoxy)phenyl]acetoaldehyde).